Task: describe an organic reaction: reactants, conditions, products, and yield. Dataset: the Open Reaction Database (ORD), a public repository of structured organic reaction records Reactants: COc1ccc(S(=O)(=O)N(Cc2ccccc2)NC(=O)C2CC(SC(c3ccccc3)(c3ccccc3)c3ccccc3)CN2S(=O)(=O)c2ccc3ccccc3c2)cc1, CC[SiH](CC)CC, O=C(O)C(F)(F)F. Product: COc1ccc(S(=O)(=O)N(Cc2ccccc2)NC(=O)C2CC(S)CN2S(=O)(=O)c2ccc3ccccc3c2)cc1. As a reaction SMILES: [CH2:1]([c:2]1[cH:3][cH:4][cH:5][cH:6][cH:7]1)[N:8]([NH:9][C:10](=[O:11])[CH:12]1[N:13]([S:37](=[O:38])(=[O:39])[c:40]2[cH:41][c:42]3[cH:43][cH:44][cH:45][cH:46][c:47]3[cH:48][cH:49]2)[CH2:14][CH:15]([S:17][C:18]([c:19]2[cH:20][cH:21][cH:22][cH:23][cH:24]2)([c:25]2[cH:26][cH:27][cH:28][cH:29][cH:30]2)[c:31]2[cH:32][cH:33][cH:34][cH:35][cH:36]2)[CH2:16]1)[S:50](=[O:51])(=[O:52])[c:53]1[cH:54][cH:55][c:56]([O:59][CH3:60])[cH:57][cH:58]1.[CH2:61]([SiH:62]([CH2:63][CH3:64])[CH2:65][CH3:66])[CH3:67].[F:68][C:69]([F:70])([F:71])[C:72]([OH:73])=[O:74]>>[CH2:1]([c:2]1[cH:3][cH:4][cH:5][cH:6][cH:7]1)[N:8]([NH:9][C:10](=[O:11])[CH:12]1[N:13]([S:37](=[O:38])(=[O:39])[c:40]2[cH:41][c:42]3[cH:43][cH:44][cH:45][cH:46][c:47]3[cH:48][cH:49]2)[CH2:14][CH:15]([SH:17])[CH2:16]1)[S:50](=[O:51])(=[O:52])[c:53]1[cH:54][cH:55][c:56]([O:59][CH3:60])[cH:57][cH:58]1. The reactants are CN(C(C(=O)OCC)=CC=C(C(C1=CC=C(C=C1)N1CCCCC1)=O)SC)C (ethyl 2-dimethylamino-5-methylthio-6-oxo-6-(4-piperidinophenyl)-2,4-hexadienoate), Cl (hydrochloric acid), C(C)O (ethanol). Conditions: temperature 20 celsius, time 16 hour. Yields the product OC(C(=O)OCC)=CC=C(C(C1=CC=C(C=C1)N1CCCCC1)=O)SC (Ethyl 2-hydroxy-5-methylthio-6-oxo-6-(4-piperidinophenyl)-2,4-hexadienoate). As a reaction SMILES: CN(C)[C:3](=[CH:9][CH:10]=[C:11]([S:26][CH3:27])[C:12](=[O:25])[C:13]1[CH:18]=[CH:17][C:16]([N:19]2[CH2:24][CH2:23][CH2:22][CH2:21][CH2:20]2)=[CH:15][CH:14]=1)[C:4]([O:6][CH2:7][CH3:8])=[O:5].Cl.C([OH:32])C>>[OH:32][C:3](=[CH:9][CH:10]=[C:11]([S:26][CH3:27])[C:12](=[O:25])[C:13]1[CH:18]=[CH:17][C:16]([N:19]2[CH2:24][CH2:23][CH2:22][CH2:21][CH2:20]2)=[CH:15][CH:14]=1)[C:4]([O:6][CH2:7][CH3:8])=[O:5]. Procedure details: The procedure is as in Example 4, starting with ethyl 2-dimethylamino-5-methylthio-6-oxo-6-(4-piperidinophenyl)-2,4-hexadienoate (23.5 g) and 1N hydrochloric acid (139 cc) in ethanol (139 cc). The mixture is stirred for 16 hours at a temperature in the region of 20° C. After purification by chromatrography on a silica column with dichloromethane as eluent and a second chromatography on a second silica column with a mixture of cyclohexane and ethyl acetate (50:50 by volume) as eluents; the corres... Starting materials: Cl.N1=C(C=CC=C1)CCl (Picolyl chloride hydrochloride), C(=O)(OCC)N1NC(C2=C(C=CC=C12)C(NC)=O)=O (1,2-dihydro-1-carboethoxy-4-(N-methylcarbamoyl)-3H-indazol-3-one), C([O-])([O-])=O.[Cs+].[Cs+] (cesium carbonate), CN(C=O)C (dimethylformamide). The solvent is C(C)(=O)O (Acetic acid). Reaction conditions: temperature 50 celsius. Product: CNC(=O)N1N(C(C2=CC=CC=C12)=O)CC=1C=NC=CC1 (N-methylcarbamoyl-2-(3-pyridylmethyl)-3H-indazol-3-one). Yield: 47.0%. RXN SMILES: Cl.[N:2]1[CH:7]=[CH:6][CH:5]=[CH:4][C:3]=1CCl.[C:10]([N:15]1[C:23]2[C:18](=[C:19](C(=O)NC)[CH:20]=[CH:21][CH:22]=2)[C:17](=[O:28])[NH:16]1)([O:12]CC)=O.[C:29](=O)([O-])[O-].[Cs+].[Cs+].[CH3:35][N:36](C)C=O>C(O)(=O)C>[CH3:35][NH:36][C:10]([N:15]1[C:23]2[C:18](=[CH:19][CH:20]=[CH:21][CH:22]=2)[C:17](=[O:28])[N:16]1[CH2:29][C:6]1[CH:7]=[N:2][CH:3]=[CH:4][CH:5]=1)=[O:12] |f:0.1,3.4.5|. Reported procedure: 3 Picolyl chloride hydrochloride (2 g) was added portionwise to a mixture of 1,2-dihydro-1-carboethoxy-4-(N-methylcarbamoyl)-3H-indazol-3-one (3 g), cesium carbonate (8.2 g) and dimethylformamide (25 ml) and the mixture was heated to 50° C. for 1 hour. Acetic acid was added to bring the mixture to pH 7 and then the mixture was evaporated. There was thus obtained as a solid 1,2-dihydro-1-carboethoxy-4-(N-methylcarbamoyl-2-(3-pyridylmethyl)-3H-indazol-3-one (1.8 g, 47%) which was used without furt... Reactants: CCOC(=O)C12CCC(NCC(=O)N3CC(F)CC3C(N)=O)(CC1)CC2, CS(=O)(=O)OS(C)(=O)=O, O=C(O)C(F)(F)F. Yields the product CCOC(=O)C12CCC(NCC(=O)N3CC(F)CC3C#N)(CC1)CC2. Reaction SMILES: [CH2:1]([CH3:2])[O:3][C:4](=[O:5])[C:6]12[CH2:7][CH2:8][C:9]([NH:14][CH2:15][C:16](=[O:17])[N:18]3[CH:19]([C:24](=[O:25])[NH2:26])[CH2:20][CH:21]([F:23])[CH2:22]3)([CH2:10][CH2:11]1)[CH2:12][CH2:13]2.[CH3:27][S:28]([O:29][S:30]([CH3:31])(=[O:32])=[O:33])(=[O:34])=[O:35].[OH:36][C:37]([C:38]([F:39])([F:40])[F:41])=[O:42]>>[CH2:1]([CH3:2])[O:3][C:4](=[O:5])[C:6]12[CH2:7][CH2:8][C:9]([NH:14][CH2:15][C:16](=[O:17])[N:18]3[CH:19]([C:24]#[N:26])[CH2:20][CH:21]([F:23])[CH2:22]3)([CH2:10][CH2:11]1)[CH2:12][CH2:13]2. Starting materials: CCBr, CCO, Cl, COc1ccc(Cc2oc3ccc(CN(C)C)c(O)c3c2C)cc1. The product is CCOCc1ccc2oc(Cc3ccc(OC)cc3)c(C)c2c1O. Reaction SMILES: [CH2:26]([Br:27])[CH3:28].[CH3:29][CH2:30][OH:31].[ClH:1].[OH:2][c:3]1[c:4]([CH2:22][N:23]([CH3:24])[CH3:25])[cH:5][cH:6][c:7]2[c:8]1[c:9]([CH3:21])[c:10]([CH2:12][c:13]1[cH:14][cH:15][c:16]([O:19][CH3:20])[cH:17][cH:18]1)[o:11]2>>[OH:2][c:3]1[c:4]([CH2:22][O:31][CH2:30][CH3:29])[cH:5][cH:6][c:7]2[c:8]1[c:9]([CH3:21])[c:10]([CH2:12][c:13]1[cH:14][cH:15][c:16]([O:19][CH3:20])[cH:17][cH:18]1)[o:11]2. Product: CCOC(=O)C(C)(C)Oc1ccc(OCCc2nc(-c3ccc(CC)cc3)oc2C)cc1. Starting materials: CCOC(=O)C(C)(C)Oc1ccc(OCCc2nc(-c3ccc(CCc4ccccc4)cc3)oc2C)cc1, CCOC(C)=O. RXN SMILES: [CH2:1]([CH3:2])[O:3][C:4]([C:5]([CH3:6])([O:7][c:8]1[cH:9][cH:10][c:11]([O:14][CH2:15][CH2:16][c:17]2[n:18][c:19](-[c:23]3[cH:24][cH:25][c:26]([CH2:29][CH2:30][c:31]4[cH:32][cH:33][cH:34][cH:35][cH:36]4)[cH:27][cH:28]3)[o:20][c:21]2[CH3:22])[cH:12][cH:13]1)[CH3:37])=[O:38].[CH3:39][CH2:40][O:41][C:42]([CH3:43])=[O:44]>>[CH2:1]([CH3:2])[O:3][C:4]([C:5]([CH3:6])([O:7][c:8]1[cH:9][cH:10][c:11]([O:14][CH2:15][CH2:16][c:17]2[n:18][c:19](-[c:23]3[cH:24][cH:25][c:26]([CH2:29][CH3:30])[cH:27][cH:28]3)[o:20][c:21]2[CH3:22])[cH:12][cH:13]1)[CH3:37])=[O:38]. The product is ClC1=C(C=CC(=C1)Cl)N=C1SCCN1CC1CCCC1 (2-(2,4-dichlorophenylimino)-3-(cyclopentylmethyl)-1,3-thiazolidine). Reactants: [Cl-].C1(CCCC1)C[NH2+]CCCl (N-cyclopentylmethyl-N-(2-chloroethyl)ammonium chloride), ClC1=C(C=CC(=C1)Cl)N=C=S (2,4-dichlorophenyl isothiocyanate). Reported procedure: 2-Hydroxyethylamine was reacted with cyclopentylmethyl bromide according to Method B2a to give N-cyclopentylmethyl-N-(2-hydroxyethyl)amine. The alcohol was reacted with SOCl2 according to Method B7c to give N-cyclopentylmethyl-N-(2-chloroethyl)ammonium chloride. The chloroethylamine was reacted with 2,4-dichlorophenyl isothiocyanate to give 2-(2,4-dichlorophenylimino)-3-(cyclopentylmethyl)-1,3-thiazolidine. Reaction SMILES: [Cl-].[CH:2]1([CH2:7][NH2+:8][CH2:9][CH2:10]Cl)[CH2:6][CH2:5][CH2:4][CH2:3]1.[Cl:12][C:13]1[CH:18]=[C:17]([Cl:19])[CH:16]=[CH:15][C:14]=1[N:20]=[C:21]=[S:22]>>[Cl:12][C:13]1[CH:18]=[C:17]([Cl:19])[CH:16]=[CH:15][C:14]=1[N:20]=[C:21]1[N:8]([CH2:7][CH:2]2[CH2:3][CH2:4][CH2:5][CH2:6]2)[CH2:9][CH2:10][S:22]1 |f:0.1|.